This data is from the Open Reaction Database (ORD), a public repository of structured organic reaction records. The task is: describe an organic reaction: reactants, conditions, products, and yield Starting materials: C=O (formalin), C(#N)[BH3-].[Na+] (sodium cyanoborohydride), C([O-])(O)=O.[Na+] (sodium bicarbonate), CN(NC1=CC=C2C=C(NC(C2=C1)=O)C1=C(C=CC=C1)C(F)(F)F)C (7-(2,2-Dimethylhydrazino)-3-(2-trifluoromethylphenyl)-2H-isoquinolin-1-one). Solvent: CO (methanol), C(C)(=O)O (acetic acid). Conditions: time 8 hour. Product: FC(C1=C(C=CC=C1)C=1NC(C2=CC(=CC=C2C1)N(N(C)C)C)=O)(F)F (3-(2-trifluoromethylphenyl)-7-(1,2,2-trimethylhydrazino)-2H-isoquinolin-1-one). Isolated yield 87.5%. Reaction SMILES: C=O.[C:3]([BH3-])#N.[Na+].[CH3:7][N:8]([CH3:31])[NH:9][C:10]1[CH:19]=[C:18]2[C:13]([CH:14]=[C:15]([C:21]3[CH:26]=[CH:25][CH:24]=[CH:23][C:22]=3[C:27]([F:30])([F:29])[F:28])[NH:16][C:17]2=[O:20])=[CH:12][CH:11]=1.C(=O)(O)[O-].[Na+]>CO.C(O)(=O)C>[F:29][C:27]([F:28])([F:30])[C:22]1[CH:23]=[CH:24][CH:25]=[CH:26][C:21]=1[C:15]1[NH:16][C:17](=[O:20])[C:18]2[C:13]([CH:14]=1)=[CH:12][CH:11]=[C:10]([N:9]([CH3:3])[N:8]([CH3:31])[CH3:7])[CH:19]=2 |f:1.2,4.5|. Procedure: 0.1 ml of acetic acid, 26.2 μl of a 37% formalin aqueous solution, and 25.3 mg (0.403 mmol) of sodium cyanoborohydride were added to 1 ml of a methanol solution containing 28 mg of the 7-(2,2-dimethylhydrazino)-3-(2-trifluoromethylphenyl)-2H-isoquinolin-1-one obtained in Example 149. The obtained mixture was stirred at a room temperature overnight. Thereafter, a saturated sodium bicarbonate aqueous solution was added to the reaction solution. The mixture was extracted with ethyl acetate, and was... Starting materials: C(C)OC(C(CC(C)C)C=1C=C(C=C(C1)OS(=O)(=O)C(F)(F)F)C1=CC=C(C=C1)C(F)(F)F)=O (4-Methyl-2-(5-trifluoromethanesulfonyloxy-4′-trifluoromethyl-biphenyl-3-yl)-pentanoic acid ethyl ester), ClC=1C=C(C=C(C1)Cl)B(O)O (3,5-dichloro-phenylboronic acid). Yields the product ClC=1C=C(C=C(C1)Cl)C1=CC(=CC(=C1)C(C(=O)O)CC(C)C)C1=CC=C(C=C1)C(F)(F)F (2-(3,5-Dichloro-4″-trifluoromethyl-[1,1′;3′,1″]terphenyl-5′-yl)-4-methyl-pentanoic acid). As a reaction SMILES: C([O:3][C:4](=[O:34])[CH:5]([C:10]1[CH:11]=[C:12]([C:24]2[CH:29]=[CH:28][C:27]([C:30]([F:33])([F:32])[F:31])=[CH:26][CH:25]=2)[CH:13]=[C:14](OS(C(F)(F)F)(=O)=O)[CH:15]=1)[CH2:6][CH:7]([CH3:9])[CH3:8])C.[Cl:35][C:36]1[CH:37]=[C:38](B(O)O)[CH:39]=[C:40]([Cl:42])[CH:41]=1>>[Cl:35][C:36]1[CH:37]=[C:38]([C:14]2[CH:15]=[C:10]([CH:5]([CH2:6][CH:7]([CH3:9])[CH3:8])[C:4]([OH:34])=[O:3])[CH:11]=[C:12]([C:24]3[CH:25]=[CH:26][C:27]([C:30]([F:31])([F:32])[F:33])=[CH:28][CH:29]=3)[CH:13]=2)[CH:39]=[C:40]([Cl:42])[CH:41]=1. Procedure: The title compound was prepared from a Suzuki coupling of 4-Methyl-2-(5-trifluoromethanesulfonyloxy-4′-trifluoromethyl-biphenyl-3-yl)-pentanoic acid ethyl ester (intermediate Example 1g) with 3,5-dichloro-phenylboronic acid under the conditions described in Example 1; 1H NMR (400 MHz, CHLOROFORM-D) δ ppm 0.96 (d, J=6.60 Hz, 6H), 1.58 (dt, J=13.45, 6.72 Hz, 1H), 1.77 (ddd, J=13.76, 7.34, 7.03 Hz, 1H), 2.09 (ddd, J=13.45, 7.83, 7.58 Hz, 1H), 3.83 (t, J=7.70 Hz, 1H), 7.38 (t, J=1.83 Hz, 1H), 7.48 (... Reactants: Cl (hydrochloric acid), C(C)OC1=NN(C=C1CCC(=O)OCC)CC1=CC(=NC=C1)OCC=1N=C(OC1C)C=1OC=CC1 (ethyl 3-[3-ethoxy-1-[2-[2-(2-furyl)-5-methyl-4-oxazolylmethoxy]-4-pyridylmethyl]-1H-pyrazol-4-yl]propionate), [OH-].[Na+] (sodium hydroxide), O1CCCC1 (tetrahydrofuran). The solvent is C(C)O (ethanol). Reaction conditions: time 3 hour. Product: C(C)OC1=NN(C=C1CCC(=O)O)CC1=CC(=NC=C1)OCC=1N=C(OC1C)C=1OC=CC1 (3-[3-ethoxy-1-[2-[2-(2-furyl)-5-methyl-4-oxazolylmethoxy]-4-pyridylmethyl]-1H-pyrazol-4-yl]propionic acid). The yield is 94.6%. RXN SMILES: [CH2:1]([O:3][C:4]1[C:8]([CH2:9][CH2:10][C:11]([O:13]CC)=[O:12])=[CH:7][N:6]([CH2:16][C:17]2[CH:22]=[CH:21][N:20]=[C:19]([O:23][CH2:24][C:25]3[N:26]=[C:27]([C:31]4[O:32][CH:33]=[CH:34][CH:35]=4)[O:28][C:29]=3[CH3:30])[CH:18]=2)[N:5]=1)[CH3:2].[OH-].[Na+].O1CCCC1.Cl>C(O)C>[CH2:1]([O:3][C:4]1[C:8]([CH2:9][CH2:10][C:11]([OH:13])=[O:12])=[CH:7][N:6]([CH2:16][C:17]2[CH:22]=[CH:21][N:20]=[C:19]([O:23][CH2:24][C:25]3[N:26]=[C:27]([C:31]4[O:32][CH:33]=[CH:34][CH:35]=4)[O:28][C:29]=3[CH3:30])[CH:18]=2)[N:5]=1)[CH3:2] |f:1.2|. Procedure details: After a mixture of ethyl 3-[3-ethoxy-1-[2-[2-(2-furyl)-5-methyl-4-oxazolylmethoxy]-4-pyridylmethyl]-1H-pyrazol-4-yl]propionate (639 mg), 1N aqueous sodium hydroxide solution (3 ml), tetrahydrofuran (6 ml) and ethanol (6 ml) was stirred at room temperature for 3 hours, 1 N hydrochloric acid (3 ml) was added to the mixture, and then the mixture was extracted with ethyl acetate. The ethyl acetate layer was washed with saturated aqueous sodium chloride solution, dried (MgSO4) and concentrated. The r... Yields the product C1=NC=CC2=C(C=CC=C12)N1N=CC=C1C1=NN(C=CC1=O)C1=CC=C(C=C1)S(=O)(=O)C (3-(2-Isoquinolin-5-yl-2H-pyrazol-3-yl)-1-(4-methanesulfonyl-phenyl)-1H-pyridazin-4-one). RXN SMILES: C[N:2](C)/[CH:3]=[CH:4]/[C:5]([C:7]1[C:12](=[O:13])[CH:11]=[CH:10][N:9]([C:14]2[CH:19]=[CH:18][C:17]([S:20]([CH3:23])(=[O:22])=[O:21])=[CH:16][CH:15]=2)[N:8]=1)=O.[CH:25]1[C:34]2[C:29](=[C:30]([NH:35]N)[CH:31]=[CH:32][CH:33]=2)[CH:28]=[CH:27][N:26]=1>>[CH:25]1[C:34]2[C:29](=[C:30]([N:35]3[C:5]([C:7]4[C:12](=[O:13])[CH:11]=[CH:10][N:9]([C:14]5[CH:19]=[CH:18][C:17]([S:20]([CH3:23])(=[O:22])=[O:21])=[CH:16][CH:15]=5)[N:8]=4)=[CH:4][CH:3]=[N:2]3)[CH:31]=[CH:32][CH:33]=2)[CH:28]=[CH:27][N:26]=1. Procedure details: The product was obtained starting from 3-((E)-3-Dimethylamino-acryloyl)-1-(4-methansulfonyl-phenyl)-1H-pyridazin-4-one (A-16) and isoquinolin-5-yl-hydrazine according to the method described for example 43. MS: M=444.5 (M+H)+ Starting materials: CN(/C=C/C(=O)C1=NN(C=CC1=O)C1=CC=C(C=C1)S(=O)(=O)C)C (3-((E)-3-Dimethylamino-acryloyl)-1-(4-methansulfonyl-phenyl)-1H-pyridazin-4-one), C1=NC=CC2=C(C=CC=C12)NN (isoquinolin-5-yl-hydrazine). The reactants are CO, O=C(NO)C(CS(=O)(=O)N1CCc2c(n(C(=O)OCC(Cl)(Cl)Cl)c3ccccc23)C1)C1CCN(C(=O)OCc2ccccc2)CC1, [Na+], [OH-]. The product is O=C(NO)C(CS(=O)(=O)N1CCc2c([nH]c3ccccc23)C1)C1CCN(C(=O)OCc2ccccc2)CC1. As a reaction SMILES: [CH3:49][OH:50].[Cl:1][C:2]([Cl:3])([Cl:4])[CH2:5][O:6][C:45]([n:7]1[c:8]2[cH:9][cH:10][cH:11][cH:12][c:13]2[c:14]2[c:19]1[CH2:18][N:17]([S:20](=[O:21])(=[O:22])[CH2:23][CH:24]([C:25]([NH:26][OH:27])=[O:28])[CH:29]1[CH2:30][CH2:31][N:32]([C:35](=[O:36])[O:37][CH2:38][c:39]3[cH:40][cH:41][cH:42][cH:43][cH:44]3)[CH2:33][CH2:34]1)[CH2:16][CH2:15]2)=[O:46].[Na+:48].[OH-:47]>>[nH:7]1[c:8]2[cH:9][cH:10][cH:11][cH:12][c:13]2[c:14]2[c:19]1[CH2:18][N:17]([S:20](=[O:21])(=[O:22])[CH2:23][CH:24]([C:25]([NH:26][OH:27])=[O:28])[CH:29]1[CH2:30][CH2:31][N:32]([C:35](=[O:36])[O:37][CH2:38][c:39]3[cH:40][cH:41][cH:42][cH:43][cH:44]3)[CH2:33][CH2:34]1)[CH2:16][CH2:15]2. The reactants are Cl (HCl), NC1=CC=CC=C1 (aniline), Cl (HCl), ClCC1=CN=CN1C (5-chloromethyl-1-methyl-1H-imidazole), C(#N)C=1C=CC(=NC1)NCCN(S(=O)(=O)C1=NC=CC=C1)CC1CCCCC1 (N-(2-(5-Cyanopyridin-2-ylamino)ethyl)-N-(cyclohexylmethyl)pyridine-2-sulfonamide), ClCC1=CN=CN1 (5-chloromethyl-1H-imidazole), [H-].[Na+] (NaH). Run in CN(C)C=O (DMF), O (water). Run at temperature 0 celsius, time 15 minute. The product is C(#N)C=1C=CC(=NC1)N(CCN(S(=O)(=O)C1=NC=CC=C1)CC1CCCCC1)CC1=CN=CN1C (N-(2-((5-cyanopyridin-2-yl)((1-methyl-1H-imidazol-5-yl)methyl)amino)ethyl)-N-(cyclohexylmethyl)pyridine-2-sulfonamide), foam. The yield is 93.0%. As a reaction SMILES: [C:1]([C:3]1[CH:4]=[CH:5][C:6]([NH:9][CH2:10][CH2:11][N:12]([CH2:22][CH:23]2[CH2:28][CH2:27][CH2:26][CH2:25][CH2:24]2)[S:13]([C:16]2[CH:21]=[CH:20][CH:19]=[CH:18][N:17]=2)(=[O:15])=[O:14])=[N:7][CH:8]=1)#[N:2].ClCC1NC=NC=1.Cl.NC1C=CC=CC=1.[H-].[Na+].Cl[CH2:47][C:48]1[N:52]([CH3:53])[CH:51]=[N:50][CH:49]=1>CN(C=O)C.O>[C:1]([C:3]1[CH:4]=[CH:5][C:6]([N:9]([CH2:47][C:48]2[N:52]([CH3:53])[CH:51]=[N:50][CH:49]=2)[CH2:10][CH2:11][N:12]([CH2:22][CH:23]2[CH2:28][CH2:27][CH2:26][CH2:25][CH2:24]2)[S:13]([C:16]2[CH:21]=[CH:20][CH:19]=[CH:18][N:17]=2)(=[O:15])=[O:14])=[N:7][CH:8]=1)#[N:2] |f:4.5|. Reported procedure: The primary amine of N-(2-aminoethyl)-N-(cyclohexylmethyl)pyridine-2-sulfonamide (19) was arylated with 5-cyano-2-fluoropyridine on a 0.350 mmol scale. To a stirring solution of the primary amine (1 equiv) in DMSO (0.2 M) were added the aryl fluoride (1.2 equiv) and DIPEA (3 equiv). The reaction mixture was heated to 120° C. for 48 h. After allowing the reaction to cool, H2O was added, and the crude product was extracted with EtOAc (×3). The EtOAc extractions were combined, washed with water (×3... Starting materials: CCC(=O)O, NC(=O)c1ncn(C2OC(CO)C(O)C2O)c1N, CCC(=O)OCC1OC(n2cnc(C(N)=O)c2N)C(OC(=O)CC)C1OC(=O)CC, CCC(=O)OCC1OC(n2cnc(C#N)c2N)C(OC(=O)CC)C1OC(=O)CC. Yields the product N#Cc1ncn(C2OC(CO)C(O)C2O)c1N. As a reaction SMILES: [CH3:19][CH2:20][C:21](=[O:22])[OH:23].[NH2:1][c:2]1[c:3]([C:16](=[O:17])[NH2:18])[n:4][cH:5][n:6]1[CH:7]1[CH:8]([OH:9])[CH:10]([OH:11])[CH:12]([CH2:14][OH:15])[O:13]1.[NH2:24][c:25]1[n:26]([CH:27]2[O:28][CH:29]([CH2:30][O:31][C:32](=[O:33])[CH2:34][CH3:35])[CH:36]([O:37][C:38](=[O:39])[CH2:40][CH3:41])[CH:42]2[O:43][C:44](=[O:45])[CH2:46][CH3:47])[cH:48][n:49][c:50]1[C:51]([NH2:52])=[O:53].[NH2:54][c:55]1[n:56]([CH:57]2[O:58][CH:59]([CH2:60][O:61][C:62](=[O:63])[CH2:64][CH3:65])[CH:66]([O:67][C:68](=[O:69])[CH2:70][CH3:71])[CH:72]2[O:73][C:74](=[O:75])[CH2:76][CH3:77])[cH:78][n:79][c:80]1[C:81]#[N:82]>>[NH2:1][c:2]1[c:3]([C:16]#[N:18])[n:4][cH:5][n:6]1[CH:7]1[CH:8]([OH:9])[CH:10]([OH:11])[CH:12]([CH2:14][OH:15])[O:13]1. The reactants are [N+](=O)([O-])C1=CC=2C=3C(NCC3C=CC2OC1)=O (8-nitro-2,3-dihydropyrano[3,2-e]isoindol-1(7H)-one), solvent B, [Na] (sodium). Solvent: solvent A. Run at time 2 hour. Product: [N+](=O)([O-])C1CC=2C=3C(NCC3C=CC2OC1)=O (8-nitro-2,3,8,9-tetrahydropyrano[3,2-e]isoindol-1(7H)-one). Yield: 71.2%. As a reaction SMILES: [N+:1]([C:4]1[CH2:16][O:15][C:14]2[CH:13]=[CH:12][C:11]3[CH2:10][NH:9][C:8](=[O:17])[C:7]=3[C:6]=2[CH:5]=1)([O-:3])=[O:2].[Na]>>[N+:1]([CH:4]1[CH2:16][O:15][C:14]2[CH:13]=[CH:12][C:11]3[CH2:10][NH:9][C:8](=[O:17])[C:7]=3[C:6]=2[CH2:5]1)([O-:3])=[O:2] |^1:17|. Procedure: To 8-nitro-2,3-dihydropyrano[3,2-e]isoindol-1(7H)-one ((70), 1.1 g, 4.74 mmol) in solvent A (CHCl3, 100 ml) and solvent B (i-PrOH 4 ml) was added silica gel (3.3 g), followed by addition of sodium boronhydride (400 mg, 11.5 mmol) in portions. Resulting mixture was stirred for 2 hr. The silica gel was filtered and washed well with CHCl3. The filtrate was washed with H2O, and sat NaCl. The organic solution was separated and dried over Na2SO4 and concentrated in vacuo to give the title compound (79... Starting materials: FC(OC1=CC=C(C=C1)C1=CC=NC=C1)(F)F (4-[4-(Trifluoromethoxy)phenyl]pyridine), [OH-].[Na+] (sodium hydroxide), S(O)(O)(=O)=O (sulphuric acid), Br(=O)(=O)[O-].[K+] (potassium bromate). Run in O (water). Reaction conditions: temperature 80 celsius, time 2 hour. The product is BrC=1C=C(C=CC1OC(F)(F)F)C1=CC=NC=C1 (4-[3-Bromo-4-(trifluoromethoxy)phenyl]pyridine). The yield is 69.9%. As a reaction SMILES: [F:1][C:2]([F:17])([F:16])[O:3][C:4]1[CH:9]=[CH:8][C:7]([C:10]2[CH:15]=[CH:14][N:13]=[CH:12][CH:11]=2)=[CH:6][CH:5]=1.S(=O)(=O)(O)O.[Br:23]([O-])(=O)=O.[K+].[OH-].[Na+]>O>[Br:23][C:9]1[CH:8]=[C:7]([C:10]2[CH:15]=[CH:14][N:13]=[CH:12][CH:11]=2)[CH:6]=[CH:5][C:4]=1[O:3][C:2]([F:1])([F:16])[F:17] |f:2.3,4.5|. Procedure: 4-[4-(Trifluoromethoxy)phenyl]pyridine (500 mg, 2.1 mmol) was suspended in water (2 ml) and conc. sulphuric acid (2 ml). The suspension was heated to 80° C. and potassium bromate (386 mg, 2.31 mmol) was added in portions over 2 hours. The reaction was stirred at 80° C. for a further 2 hours, allowed to cool to ambient temperature and then poured onto ice. The solution was basified with 4N sodium hydroxide solution, extracted with ethyl acetate (2×30 ml) and the combined organic layers were washe...